From a dataset of the Open Reaction Database (ORD), a public repository of structured organic reaction records. describe an organic reaction: reactants, conditions, products, and yield The product is O=C(Nc1ccc(Oc2cccc3c2CCC3O)nc1)c1ccc(Cl)c(Cl)c1. Reactants: CC(C)=O, O=C(Nc1ccc(Oc2cccc3c2CCC3=O)nc1)c1ccc(Cl)c(Cl)c1, C1CCOC1, O. Reaction SMILES: [CH3:29][C:30](=[O:31])[CH3:32].[Cl:1][c:2]1[cH:3][c:4]([C:5](=[O:6])[NH:7][c:8]2[cH:9][n:10][c:11]([O:14][c:15]3[c:16]4[c:20]([cH:21][cH:22][cH:23]3)[C:19](=[O:24])[CH2:18][CH2:17]4)[cH:12][cH:13]2)[cH:25][cH:26][c:27]1[Cl:28].[O:33]1[CH2:34][CH2:35][CH2:36][CH2:37]1.[OH2:38]>>[Cl:1][c:2]1[cH:3][c:4]([C:5](=[O:6])[NH:7][c:8]2[cH:9][n:10][c:11]([O:14][c:15]3[c:16]4[c:20]([cH:21][cH:22][cH:23]3)[CH:19]([OH:24])[CH2:18][CH2:17]4)[cH:12][cH:13]2)[cH:25][cH:26][c:27]1[Cl:28]. The reactants are C1CCOC1, O=C1c2ccccc2C(=O)N1O, c1ccc(P(c2ccccc2)c2ccccc2)cc1. Product: O=C1c2ccccc2C(=O)N1OC1CCOC1. As a reaction SMILES: [CH2:32]1[CH2:33][CH2:34][CH2:35][O:36]1.[OH:1][N:2]1[C:3](=[O:12])[c:4]2[c:5]([cH:8][cH:9][cH:10][cH:11]2)[C:6]1=[O:7].[c:13]1([P:14]([c:15]2[cH:16][cH:17][cH:18][cH:19][cH:20]2)[c:21]2[cH:22][cH:23][cH:24][cH:25][cH:26]2)[cH:27][cH:28][cH:29][cH:30][cH:31]1>>[O:1]([N:2]1[C:3](=[O:12])[c:4]2[c:5]([cH:8][cH:9][cH:10][cH:11]2)[C:6]1=[O:7])[CH:34]1[CH2:33][CH2:32][O:36][CH2:35]1. The reactants are CC=1C=C(C(=O)O)C=CC1C(=O)N1CC=CC1 (3-methyl-4-(2,5-dihydropyrrol-1-ylcarbonyl)benzoic acid), CN(C)C(=[N+](C)C)ON1C2=C(C=CC=C2)N=N1.[B-](F)(F)(F)F (TBTU), C(C)(C)N(CC)C(C)C (diisopropylethylamine), C(C=C)OC[C@@H](C1=NC2=C(N1)C=CC(=C2)Cl)N ((1R)-2-allyloxy-1-(5-chloro-1H-benzimidazol-2-yl)ethylamine), ClCl (chlorine), C25H25ClN4O3, ClCl (chlorine). Solvent: O1CCCC1 (tetrahydrofuran), ClCCl.C(C)O (dichloromethane ethanol). Product: C(C=C)OC[C@@H](C1=NC2=C(N1)C=CC(=C2)Cl)NC(C2=CC(=C(C=C2)C(=O)N2CC=CC2)C)=O (N-[(1R)-2-allyloxy-1-(5-chloro-1H-benzimidazol-2-yl)ethyl]-4-(2,5-dihydropyrrol 1-ylcarbonyl)-3-methylbenzamide). The yield is 63.0%. RXN SMILES: [CH3:1][C:2]1[CH:3]=[C:4]([CH:8]=[CH:9][C:10]=1[C:11]([N:13]1[CH2:17][CH:16]=[CH:15][CH2:14]1)=[O:12])[C:5]([OH:7])=O.CN(C(ON1N=NC2C=CC=CC1=2)=[N+](C)C)C.[B-](F)(F)(F)F.C(N(C(C)C)CC)(C)C.[CH2:49]([O:52][CH2:53][C@H:54]([NH2:65])[C:55]1[NH:59][C:58]2[CH:60]=[CH:61][C:62]([Cl:64])=[CH:63][C:57]=2[N:56]=1)[CH:50]=[CH2:51].ClCl>O1CCCC1.ClCCl.C(O)C>[CH2:49]([O:52][CH2:53][C@H:54]([NH:65][C:5](=[O:7])[C:4]1[CH:8]=[CH:9][C:10]([C:11]([N:13]2[CH2:17][CH:16]=[CH:15][CH2:14]2)=[O:12])=[C:2]([CH3:1])[CH:3]=1)[C:55]1[NH:59][C:58]2[CH:60]=[CH:61][C:62]([Cl:64])=[CH:63][C:57]=2[N:56]=1)[CH:50]=[CH2:51] |f:1.2,7.8|. Procedure details: Prepared analogously to Example 1g from 3-methyl-4-(2,5-dihydropyrrol-1-ylcarbonyl)benzoic acid, TBTU, diisopropylethylamine, and (1R)-2-allyloxy-1-(5-chloro-1H-benzimidazol-2-yl)ethylamine in tetrahydrofuran. Yield: 63%; Rf value: 0.60 (silica gel: dichloromethane/ethanol=9:1); C25H25ClN4O3 (464.951); mass spectrum: (M+H)+=465/467 (chlorine isotope) and (M−H)−=463/465 (chlorine isotope). Yields the product Cl, O=C(Nc1ccc(N2CCC(C(C(=O)O)c3ccccc3)CC2)cc1)c1ccccc1-c1ccc(C(F)(F)F)cc1. Reactants: Cl, C1COCCO1, O, COC(=O)C(c1ccccc1)C1CCN(c2ccc(NC(=O)c3ccccc3-c3ccc(C(F)(F)F)cc3)cc2)CC1. Reaction SMILES: [ClH:44].[O:45]1[CH2:46][CH2:47][O:48][CH2:49][CH2:50]1.[OH2:43].[c:1]1([CH:7]([C:8](=[O:9])[O:10][CH3:11])[CH:12]2[CH2:13][CH2:14][N:15]([c:18]3[cH:19][cH:20][c:21]([NH:24][C:25](=[O:26])[c:27]4[c:28](-[c:33]5[cH:34][cH:35][c:36]([C:39]([F:40])([F:41])[F:42])[cH:37][cH:38]5)[cH:29][cH:30][cH:31][cH:32]4)[cH:22][cH:23]3)[CH2:16][CH2:17]2)[cH:2][cH:3][cH:4][cH:5][cH:6]1>>[ClH:44].[c:1]1([CH:7]([C:8](=[O:9])[OH:10])[CH:12]2[CH2:13][CH2:14][N:15]([c:18]3[cH:19][cH:20][c:21]([NH:24][C:25](=[O:26])[c:27]4[c:28](-[c:33]5[cH:34][cH:35][c:36]([C:39]([F:40])([F:41])[F:42])[cH:37][cH:38]5)[cH:29][cH:30][cH:31][cH:32]4)[cH:22][cH:23]3)[CH2:16][CH2:17]2)[cH:2][cH:3][cH:4][cH:5][cH:6]1. Reactants: CC(=O)NC(C)C(=O)O, C1CCOC1, CNC1CCC2(C)C(=CCC3C2CCC24CN(C)C(C)C2CCC34)C1, CCN=C=NCCCN(C)C, ClCCl, Cl, On1nnc2ccccc21. Yields the product CC(=O)NC(C)C(=O)N(C)C1CCC2(C)C(=CCC3C2CCC24CN(C)C(C)C2CCC34)C1. RXN SMILES: [C:26]([CH3:27])(=[O:28])[NH:29][CH:30]([CH3:31])[C:32](=[O:33])[OH:34].[CH2:57]1[O:58][CH2:59][CH2:60][CH2:61]1.[CH3:1][NH:2][CH:3]1[CH2:4][CH2:5][C:6]2([CH3:25])[CH:7]3[CH2:8][CH2:9][C:10]45[CH:11]([CH:12]3[CH2:13][CH:14]=[C:15]2[CH2:16]1)[CH2:17][CH2:18][CH:19]4[CH:20]([CH3:24])[N:21]([CH3:23])[CH2:22]5.[CH3:36][N:37]([CH3:38])[CH2:39][CH2:40][CH2:41][N:42]=[C:43]=[N:44][CH2:45][CH3:46].[Cl:62][CH2:63][Cl:64].[ClH:35].[OH:47][n:48]1[c:49]2[cH:50][cH:51][cH:52][cH:53][c:54]2[n:55][n:56]1>>[CH3:1][N:2]([CH:3]1[CH2:4][CH2:5][C:6]2([CH3:25])[CH:7]3[CH2:8][CH2:9][C:10]45[CH:11]([CH:12]3[CH2:13][CH:14]=[C:15]2[CH2:16]1)[CH2:17][CH2:18][CH:19]4[CH:20]([CH3:24])[N:21]([CH3:23])[CH2:22]5)[C:32]([CH:30]([NH:29][C:26]([CH3:27])=[O:28])[CH3:31])=[O:34]. Starting materials: C(C)O.CC1=CC=CC(=N1)C=O (6-methylpicolinaldehyde ethanol), Cl.ON (hydroxyamine hydrochloride), C(=O)([O-])[O-].[K+].[K+] (K2CO3). Conditions: temperature 0 celsius, time 30 minute. Product: CC1=CC=CC(=N1)/C=N/O ((E)-6-methylpicolinaldehyde oxime). The yield is 88.0%. As a reaction SMILES: C(O)C.[CH3:4][C:5]1[N:10]=[C:9]([CH:11]=O)[CH:8]=[CH:7][CH:6]=1.Cl.[OH:14][NH2:15].C([O-])([O-])=O.[K+].[K+]>>[CH3:4][C:5]1[N:10]=[C:9](/[CH:11]=[N:15]/[OH:14])[CH:8]=[CH:7][CH:6]=1 |f:0.1,2.3,4.5.6|. Procedure details: To 6-methylpicolinaldehyde ethanol solution (642 mg, 5.3 mmol/2.1 mL) was added hydroxyamine hydrochloride (368 mg, 5.3 mmol) and K2CO3 aqueous solution (0.88 g/4.2 mL). The resulting solution was then heated to reflux via external oil bath for 30 min. The reaction mixture was cooled down to 0° C., and stirred for 30 min. The white solid suspension was collected via filtration, and the filter cake was washed with some ice-cold water. The filter cake was air dried, and further dried under high va... Starting materials: [Br-], CCCC[N+](CCCC)(CCCC)CCCC, ClCCl, Fc1ccc(CBr)cc1, [Na+], [OH-], c1cc[nH]c1. Product: Fc1ccc(Cn2cccc2)cc1. As a reaction SMILES: [Br-:20].[CH3:21][CH2:22][CH2:23][CH2:24][N+:25]([CH2:26][CH2:27][CH2:28][CH3:29])([CH2:30][CH2:31][CH2:32][CH3:33])[CH2:34][CH2:35][CH2:36][CH3:37].[Cl:17][CH2:18][Cl:19].[F:6][c:7]1[cH:8][cH:9][c:10]([CH2:11][Br:12])[cH:13][cH:14]1.[Na+:16].[OH-:15].[nH:1]1[cH:2][cH:3][cH:4][cH:5]1>>[n:1]1([CH2:11][c:10]2[cH:9][cH:8][c:7]([F:6])[cH:14][cH:13]2)[cH:2][cH:3][cH:4][cH:5]1. Starting materials: NC1=C(CN2C(O[C@@H]([C@@H]2C)C2=CC(=CC(=C2)C(F)(F)F)C(F)(F)F)=O)C=C(C=C1)OC(F)(F)F ((4S,5R)-3-[2-amino-5-(trifluoromethoxy)benzyl]-5-[3,5-bis(trifluoromethyl)phenyl]-4-methyl-1,3-oxazolidin-2-one), NC1=C(CN2C(O[C@@H]([C@@H]2C)C2=CC(=CC(=C2)C(F)(F)F)C(F)(F)F)=O)C=C(C=C1)OC(F)(F)F ((4S,5R)-3-[2-amino-5-(trifluoromethoxy)benzyl]-5-[3,5-bis(trifluoromethyl)phenyl]-4-methyl-1,3-oxazolidin-2-one), C(=O)[C@@H]1CC[C@H](CC1)CC(=O)OCC (ethyl (trans-4-formylcyclohexyl)acetate), C(=O)[C@@H]1CC[C@H](CC1)CC(=O)OCC (ethyl (trans-4-formylcyclohexyl)acetate), [BH4-].[Na+] (Sodium borohydride). Run in C1(=CC=CC=C1)C (toluene). Run at time 14 hour. Product: FC(C=1C=C(C=C(C1)C(F)(F)F)[C@@H]1[C@@H](N(C(O1)=O)CC1=C(C=CC(=C1)OC(F)(F)F)NC[C@@H]1CC[C@H](CC1)CC(=O)OCC)C)(F)F (ethyl [trans-4-({[2-({(4S,5R)-5-[3,5-bis(trifluoromethyl)phenyl]-4-methyl-2-oxo-1,3-oxazolidin-3-yl}methyl)-4-(trifluoromethoxy)phenyl]amino}methyl)cyclohexyl]acetate). As a reaction SMILES: [NH2:1][C:2]1[CH:29]=[CH:28][C:27]([O:30][C:31]([F:34])([F:33])[F:32])=[CH:26][C:3]=1[CH2:4][N:5]1[C@@H:9]([CH3:10])[C@@H:8]([C:11]2[CH:16]=[C:15]([C:17]([F:20])([F:19])[F:18])[CH:14]=[C:13]([C:21]([F:24])([F:23])[F:22])[CH:12]=2)[O:7][C:6]1=[O:25].[CH:35]([C@H:37]1[CH2:42][CH2:41][C@H:40]([CH2:43][C:44]([O:46][CH2:47][CH3:48])=[O:45])[CH2:39][CH2:38]1)=O.[BH4-].[Na+]>C1(C)C=CC=CC=1>[F:24][C:21]([F:22])([F:23])[C:13]1[CH:12]=[C:11]([C@H:8]2[O:7][C:6](=[O:25])[N:5]([CH2:4][C:3]3[CH:26]=[C:27]([O:30][C:31]([F:34])([F:33])[F:32])[CH:28]=[CH:29][C:2]=3[NH:1][CH2:35][C@H:37]3[CH2:38][CH2:39][C@H:40]([CH2:43][C:44]([O:46][CH2:47][CH3:48])=[O:45])[CH2:41][CH2:42]3)[C@H:9]2[CH3:10])[CH:16]=[C:15]([C:17]([F:19])([F:20])[F:18])[CH:14]=1 |f:2.3|. Procedure: A stirred solution of (4S,5R)-3-[2-amino-5-(trifluoromethoxy)benzyl]-5-[3,5-bis(trifluoromethyl)phenyl]-4-methyl-1,3-oxazolidin-2-one (Intermediate 16; 820 mg; 1.63 mmol) and ethyl (trans-4-formylcyclohexyl)acetate (Intermediate 14; 270 mg; 1.36 mmol) in toluene (8 mL) was heated at reflux for 3 h. The reaction was concentrated in vacuo and redissolved in EtOH (8 mL). Sodium borohydride (103 mg; 2.72 mmol) was added and the reaction stirred at room temperature for 14 h. The reaction was quenched... Reactants: O=P(Cl)(Cl)Cl, O=c1[nH]cccc1-c1ccccc1. The product is Clc1ncccc1-c1ccccc1. As a reaction SMILES: [P:14]([Cl:15])([Cl:16])([Cl:17])=[O:18].[c:1]1(-[c:7]2[c:8](=[O:13])[nH:9][cH:10][cH:11][cH:12]2)[cH:2][cH:3][cH:4][cH:5][cH:6]1>>[c:1]1(-[c:7]2[c:8]([Cl:16])[n:9][cH:10][cH:11][cH:12]2)[cH:2][cH:3][cH:4][cH:5][cH:6]1. Starting materials: [N+](=O)([O-])CC(CC(=O)O)C1=CSC=C1 (4-nitro-3-(thiophen-3-yl)butanoic acid). Solvent: ClCCCl (DCE). Reaction conditions: time 30 minute. Product: [N+](=O)([O-])CC1CC(C=2SC=CC21)=O (4,5-dihydro-4-(nitromethyl)cyclopenta[b]thiophen-6-one). The yield is 73.3%. RXN SMILES: [N+:1]([CH2:4][CH:5]([C:10]1[CH:14]=[CH:13][S:12][CH:11]=1)[CH2:6][C:7]([OH:9])=O)([O-:3])=[O:2]>ClCCCl>[N+:1]([CH2:4][CH:5]1[C:10]2[CH:14]=[CH:13][S:12][C:11]=2[C:7](=[O:9])[CH2:6]1)([O-:3])=[O:2]. Reported procedure: To a solution of 4-nitro-3-(thiophen-3-yl)butanoic acid (3.4 g, 15.9 mmol) in DCE (20 mL) was added PPA (20 g) and the resulting mixture was refluxed overnight. After concentration, the reaction mixture was treated with solid NaOH, followed by addition of water. After stirring for 30 minutes, the mixture was extracted with DCM. The DCM extract was washed with brine and dried over anhydrous Na2SO4. After filtration and concentration, the crude product was purified by column chromatography to give...